describe an organic reaction: reactants, conditions, products, and yield From a dataset of the Open Reaction Database (ORD), a public repository of structured organic reaction records. Starting materials: COC(NC1=C(C=C(C(=C1)F)Cl)I)=O ((4-chloro-5-fluoro-2-iodo-phenyl)-carbamic acid methyl ester), C(#C)[Si](C)(C)C (ethinyltrimethylsilane), Cl (HCl). The reagents and catalysts are Cl[Pd]([P](C1=CC=CC=C1)(C2=CC=CC=C2)C3=CC=CC=C3)([P](C4=CC=CC=C4)(C5=CC=CC=C5)C6=CC=CC=C6)Cl (Pd(PPh3)2Cl2), [Cu]I (copper(I)iodide). The solvent is C(C)N(CC)CC (triethylamine). Reaction conditions: temperature 0 celsius, time 10 minute. Yields the product COC(NC1=C(C=C(C(=C1)F)Cl)C#C[Si](C)(C)C)=O ((4-chloro-5-fluoro-2-trimethylsilanylethynyl-phenyl)-carbamic acid methyl ester). RXN SMILES: [CH3:1][O:2][C:3](=[O:14])[NH:4][C:5]1[CH:10]=[C:9]([F:11])[C:8]([Cl:12])=[CH:7][C:6]=1I.[C:15]([Si:17]([CH3:20])([CH3:19])[CH3:18])#[CH:16].Cl>C(N(CC)CC)C.Cl[Pd](Cl)([P](C1C=CC=CC=1)(C1C=CC=CC=1)C1C=CC=CC=1)[P](C1C=CC=CC=1)(C1C=CC=CC=1)C1C=CC=CC=1.[Cu]I>[CH3:1][O:2][C:3](=[O:14])[NH:4][C:5]1[CH:10]=[C:9]([F:11])[C:8]([Cl:12])=[CH:7][C:6]=1[C:16]#[C:15][Si:17]([CH3:20])([CH3:19])[CH3:18] |^1:31,50|. Procedure: Pd(PPh3)2Cl2 (153 mg, 0.22 mmol) and copper(I)iodide (42 mg, 0.22 mmol) were dissolved in triethylamine (40 ml) and refluxed under argon for 20 min. The reaction mixture was then cooled down to 0° C. and (4-chloro-5-fluoro-2-iodo-phenyl)-carbamic acid methyl ester (7.2 g, 21 mmol) was added. After 10 min stirring at rt, ethinyltrimethylsilane (3.45 ml, 24.9 mmol) was added dropwise (exothermic, temperature raises from 18 to 33° C.) and the reaction mixture was stirred for one hour at rt. The rea... The reactants are CO, Cl, [H][H], N#Cc1c(OCc2ccccc2)ccc2c1CCC(N)C2O. Yields the product Cl, N#Cc1c(O)ccc2c1CCC(N)C2O. Reaction SMILES: [CH3:1][OH:2].[ClH:3].[H:26][H:27].[NH2:4][CH:5]1[CH:6]([OH:25])[c:7]2[cH:8][cH:9][c:10]([O:17][CH2:18][c:19]3[cH:20][cH:21][cH:22][cH:23][cH:24]3)[c:11]([C:15]#[N:16])[c:12]2[CH2:13][CH2:14]1>>[ClH:3].[NH2:4][CH:5]1[CH:6]([OH:25])[c:7]2[cH:8][cH:9][c:10]([OH:17])[c:11]([C:15]#[N:16])[c:12]2[CH2:13][CH2:14]1. Reactants: CC(=O)c1sccc1CBr, CC(C)C1=NC(NC(=O)OC(C)(C)C)C(=O)Nc2ccccc21, CN(C)C=O, [H-], [Na+]. Yields the product CC(=O)c1sccc1CN1C(=O)C(NC(=O)OC(C)(C)C)N=C(C(C)C)c2ccccc21. As a reaction SMILES: [C:26]([CH3:27])(=[O:28])[c:29]1[s:30][cH:31][cH:32][c:33]1[CH2:34][Br:35].[C:3]([CH3:4])([CH3:5])([CH3:6])[O:7][C:8](=[O:9])[NH:10][CH:11]1[C:12](=[O:25])[NH:13][c:14]2[c:15]([cH:21][cH:22][cH:23][cH:24]2)[C:16]([CH:18]([CH3:19])[CH3:20])=[N:17]1.[CH3:36][N:37]([CH3:38])[CH:39]=[O:40].[H-:1].[Na+:2]>>[C:3]([CH3:4])([CH3:5])([CH3:6])[O:7][C:8](=[O:9])[NH:10][CH:11]1[C:12](=[O:25])[N:13]([CH2:34][c:33]2[c:29]([C:26]([CH3:27])=[O:28])[s:30][cH:31][cH:32]2)[c:14]2[c:15]([cH:21][cH:22][cH:23][cH:24]2)[C:16]([CH:18]([CH3:19])[CH3:20])=[N:17]1. Reactants: CC(C)C[Al+]CC(C)C, Cl, CCOC(=O)c1cnoc1-c1ccc(F)cc1F, [H-], C1CCOC1. Yields the product OCc1cnoc1-c1ccc(F)cc1F. RXN SMILES: [CH2:20]([Al+:21][CH2:22][CH:23]([CH3:24])[CH3:25])[CH:26]([CH3:27])[CH3:28].[ClH:29].[F:1][c:2]1[c:3](-[c:9]2[c:10]([C:14](=[O:15])[O:16][CH2:17][CH3:18])[cH:11][n:12][o:13]2)[cH:4][cH:5][c:6]([F:8])[cH:7]1.[H-:19].[O:30]1[CH2:31][CH2:32][CH2:33][CH2:34]1>>[F:1][c:2]1[c:3](-[c:9]2[c:10]([CH2:14][OH:15])[cH:11][n:12][o:13]2)[cH:4][cH:5][c:6]([F:8])[cH:7]1.